describe an organic reaction: reactants, conditions, products, and yield From a dataset of the Open Reaction Database (ORD), a public repository of structured organic reaction records. Procedure: 1 ml of trifluoroacetic acid was added to a solution of 170 mg of tert-butyl {4-[5-(2-fluorophenoxy)oxazolo[5,4-b]pyridin-2-yl]-2,6-dimethylphenoxy}acetate in 3 ml of dichloromethane, and the mixture was stirred at room temperature for 16 h. The reaction was then concentrated under reduced pressure, purified by preparative HPLC and freeze-dried. This gave 85 mg (57%) of the title compound. Conditions: time 16 hour. The reactants are FC(C(=O)O)(F)F (trifluoroacetic acid), FC1=C(OC2=CC=C3C(=N2)OC(=N3)C3=CC(=C(OCC(=O)OC(C)(C)C)C(=C3)C)C)C=CC=C1 (tert-butyl {4-[5-(2-fluorophenoxy)oxazolo[5,4-b]pyridin-2-yl]-2,6-dimethylphenoxy}acetate). The product is FC1=C(OC2=CC=C3C(=N2)OC(=N3)C3=CC(=C(OCC(=O)O)C(=C3)C)C)C=CC=C1 ({4-[5-(2-Fluorophenoxy)oxazolo[5,4-b]pyridin-2-yl]-2,6-dimethylphenoxy}acetic acid). Run in ClCCl (dichloromethane). RXN SMILES: FC(F)(F)C(O)=O.[F:8][C:9]1[CH:41]=[CH:40][CH:39]=[CH:38][C:10]=1[O:11][C:12]1[N:17]=[C:16]2[O:18][C:19]([C:21]3[CH:35]=[C:34]([CH3:36])[C:24]([O:25][CH2:26][C:27]([O:29]C(C)(C)C)=[O:28])=[C:23]([CH3:37])[CH:22]=3)=[N:20][C:15]2=[CH:14][CH:13]=1>ClCCl>[F:8][C:9]1[CH:41]=[CH:40][CH:39]=[CH:38][C:10]=1[O:11][C:12]1[N:17]=[C:16]2[O:18][C:19]([C:21]3[CH:22]=[C:23]([CH3:37])[C:24]([O:25][CH2:26][C:27]([OH:29])=[O:28])=[C:34]([CH3:36])[CH:35]=3)=[N:20][C:15]2=[CH:14][CH:13]=1. Starting materials: [Al+3], N#CCCc1c[nH]c(-c2ccc(F)cc2)c1-c1ccncc1, [H-], [H-], [H-], [H-], [Li+], [Na+], C1CCOC1, [OH-], O. Yields the product NCCCc1c[nH]c(-c2ccc(F)cc2)c1-c1ccncc1. Reaction SMILES: [Al+3:24].[C:1](#[N:2])[CH2:3][CH2:4][c:5]1[c:6](-[c:17]2[cH:18][cH:19][n:20][cH:21][cH:22]2)[c:7](-[c:10]2[cH:11][cH:12][c:13]([F:16])[cH:14][cH:15]2)[nH:8][cH:9]1.[H-:23].[H-:26].[H-:27].[H-:28].[Li+:25].[Na+:31].[O:32]1[CH2:33][CH2:34][CH2:35][CH2:36]1.[OH-:30].[OH2:29]>>[CH2:1]([NH2:2])[CH2:3][CH2:4][c:5]1[c:6](-[c:17]2[cH:18][cH:19][n:20][cH:21][cH:22]2)[c:7](-[c:10]2[cH:11][cH:12][c:13]([F:16])[cH:14][cH:15]2)[nH:8][cH:9]1. Reactants: FC1=CC=C(C=C1)C(=O)C(O)C1=CC=C(C=C1)F (4,4'-difluorobenzoin), C(C)(C)NC(=S)N (N-isopropylthiourea). Run in CN(C)C=O (DMF). Product: FC1=CC=C(C=C1)C=1N=C(N(C1C1=CC=C(C=C1)F)C(C)C)S (4,5-bis(4-fluorophenyl)-1-isopropylimidazole-2-thiol). Isolated yield 56.8%. As a reaction SMILES: [F:1][C:2]1[CH:7]=[CH:6][C:5]([C:8]([CH:10]([C:12]2[CH:17]=[CH:16][C:15]([F:18])=[CH:14][CH:13]=2)O)=O)=[CH:4][CH:3]=1.[CH:19]([NH:22][C:23]([NH2:25])=[S:24])([CH3:21])[CH3:20]>CN(C=O)C>[F:1][C:2]1[CH:7]=[CH:6][C:5]([C:8]2[N:25]=[C:23]([SH:24])[N:22]([CH:19]([CH3:21])[CH3:20])[C:10]=2[C:12]2[CH:17]=[CH:16][C:15]([F:18])=[CH:14][CH:13]=2)=[CH:4][CH:3]=1. Procedure: A mixture of 30 g (0.121 mole) of 4,4'-difluorobenzoin, 14.3 g (0.121 mole) of N-isopropylthiourea and 100 ml DMF was heated at reflux through molecular sieves for five hours. The mixture was cooled to room temperature and the crystalline product was collected, washed with DMF/water, then water, then dried to give 22.7 g of 4,5-bis(4-fluorophenyl)-1-isopropylimidazole-2-thiol as a pale yellow solid, mp 308°-312°. The reactants are OCc1ncccc1OCc1ccccc1, C1COCCO1. Product: O=Cc1ncccc1OCc1ccccc1. RXN SMILES: [CH2:1]([c:2]1[cH:3][cH:4][cH:5][cH:6][cH:7]1)[O:8][c:9]1[c:10]([CH2:15][OH:16])[n:11][cH:12][cH:13][cH:14]1.[O:17]1[CH2:18][CH2:19][O:20][CH2:21][CH2:22]1>>[CH2:1]([c:2]1[cH:3][cH:4][cH:5][cH:6][cH:7]1)[O:8][c:9]1[c:10]([CH:15]=[O:16])[n:11][cH:12][cH:13][cH:14]1. Starting materials: Cc1ccccc1, COS(C)(=O)=O, O=C1CCCCCN1. Yields the product CN1CCCCCC1=O. As a reaction SMILES: [CH3:15][c:16]1[cH:17][cH:18][cH:19][cH:20][cH:21]1.[CH3:9][S:10]([O:11][CH3:12])(=[O:13])=[O:14].[NH:1]1[C:2](=[O:8])[CH2:3][CH2:4][CH2:5][CH2:6][CH2:7]1>>[N:1]1([CH3:9])[C:2](=[O:8])[CH2:3][CH2:4][CH2:5][CH2:6][CH2:7]1.